Dataset: the Open Reaction Database (ORD), a public repository of structured organic reaction records. Task: describe an organic reaction: reactants, conditions, products, and yield Reactants: CCOC(=O)COc1ccccc1C(=O)Nc1ccc(C(=O)N2CCCCc3ccccc32)cc1, CO, [Cl-], N, [NH4+]. The product is NC(=O)COc1ccccc1C(=O)Nc1ccc(C(=O)N2CCCCc3ccccc32)cc1. As a reaction SMILES: [CH2:1]([O:3][C:4](=[O:2])[CH2:6][O:7][c:8]1[c:9]([C:10](=[O:11])[NH:12][c:13]2[cH:14][cH:15][c:16]([C:17](=[O:18])[N:19]3[CH2:20][CH2:21][CH2:22][CH2:23][c:24]4[c:25]3[cH:26][cH:27][cH:28][cH:29]4)[cH:30][cH:31]2)[cH:32][cH:33][cH:34][cH:35]1)[CH3:5].[CH3:39][OH:40].[Cl-:37].[NH3:36].[NH4+:38]>>[O:3]=[C:4]([CH2:6][O:7][c:8]1[c:9]([C:10](=[O:11])[NH:12][c:13]2[cH:14][cH:15][c:16]([C:17](=[O:18])[N:19]3[CH2:20][CH2:21][CH2:22][CH2:23][c:24]4[c:25]3[cH:26][cH:27][cH:28][cH:29]4)[cH:30][cH:31]2)[cH:32][cH:33][cH:34][cH:35]1)[NH2:36]. Starting materials: Cl (hydrochloric acid), O (water), C(N)(=N)C1=CC=C(C=C1)N1N(C(=C(C1=O)C(=O)N1CCC(CC1)OCC(=O)O)C1=CC=C(C=C1)C1=NC=CC=C1)C (1-(4-amidinophenyl)-4-{[4-(carboxymethyloxy)-1-piperidinyl]carbonyl}-2-methyl-3-[4-(2-pyridyl)phenyl]-2H-pyrazol-5-one). The solvent is C(C)#N (acetonitrile). Product: Cl.Cl.C(N)(=N)C1=CC=C(C=C1)N1N(C(=C(C1=O)C(=O)N1CCC(CC1)OCC(=O)O)C1=CC=C(C=C1)C1=NC=CC=C1)C (1-(4-Amidinophenyl)-4-([4-(carboxymethyloxy)-1-piperidinyl]carbonyl}-2-methyl-3-[4-(2-pyridyl)phenyl]-2H-pyrazol-5-one dihydrochloride). RXN SMILES: [ClH:1].O.[C:3]([C:6]1[CH:11]=[CH:10][C:9]([N:12]2[C:16](=[O:17])[C:15]([C:18]([N:20]3[CH2:25][CH2:24][CH:23]([O:26][CH2:27][C:28]([OH:30])=[O:29])[CH2:22][CH2:21]3)=[O:19])=[C:14]([C:31]3[CH:36]=[CH:35][C:34]([C:37]4[CH:42]=[CH:41][CH:40]=[CH:39][N:38]=4)=[CH:33][CH:32]=3)[N:13]2[CH3:43])=[CH:8][CH:7]=1)(=[NH:5])[NH2:4]>C(#N)C>[ClH:1].[ClH:1].[C:3]([C:6]1[CH:11]=[CH:10][C:9]([N:12]2[C:16](=[O:17])[C:15]([C:18]([N:20]3[CH2:21][CH2:22][CH:23]([O:26][CH2:27][C:28]([OH:30])=[O:29])[CH2:24][CH2:25]3)=[O:19])=[C:14]([C:31]3[CH:32]=[CH:33][C:34]([C:37]4[CH:42]=[CH:41][CH:40]=[CH:39][N:38]=4)=[CH:35][CH:36]=3)[N:13]2[CH3:43])=[CH:8][CH:7]=1)(=[NH:4])[NH2:5] |f:4.5.6|. Procedure details: 5 ml of concentrated hydrochloric acid was added to a mixture of 100 ml of water and 5.25 g of 1-(4-amidinophenyl)-4-{[4-(carboxymethyloxy)-1-piperidinyl]carbonyl}-2-methyl-3-[4-(2-pyridyl)phenyl]-2H-pyrazol-5-one to make a solution. The solution was stirred with 1200 ml of acetonitrile for 15 hours, and the precipitated crystals were collected by filtration. The crystals were dried at 60° C. under reduced pressure to give 5.55 g of the title compound as pale yellow crystals. Reactants: [Br-], COc1ccc([Mg+])cc1C, CON(C)C(=O)c1cccc(F)c1F. Product: COc1ccc(C(=O)c2cccc(F)c2F)cc1C. RXN SMILES: [Br-:15].[CH3:16][O:17][c:18]1[c:19]([CH3:25])[cH:20][c:21]([Mg+:24])[cH:22][cH:23]1.[F:1][c:2]1[c:3]([C:4](=[O:5])[N:6]([O:7][CH3:8])[CH3:9])[cH:10][cH:11][cH:12][c:13]1[F:14]>>[F:1][c:2]1[c:3]([C:4](=[O:5])[c:21]2[cH:20][c:19]([CH3:25])[c:18]([O:17][CH3:16])[cH:23][cH:22]2)[cH:10][cH:11][cH:12][c:13]1[F:14]. Starting materials: C1CCOC1, O=C(O)CCCCC=Cc1cc(-c2ccccc2)c2ccccc2n1. Yields the product O=C(O)CCCCCCc1cc(-c2ccccc2)c2ccccc2n1. As a reaction SMILES: [O:26]1[CH2:27][CH2:28][CH2:29][CH2:30]1.[c:1]1(-[c:7]2[cH:8][c:9]([CH:17]=[CH:18][CH2:19][CH2:20][CH2:21][CH2:22][C:23](=[O:24])[OH:25])[n:10][c:11]3[cH:12][cH:13][cH:14][cH:15][c:16]23)[cH:2][cH:3][cH:4][cH:5][cH:6]1>>[c:1]1(-[c:7]2[cH:8][c:9]([CH2:17][CH2:18][CH2:19][CH2:20][CH2:21][CH2:22][C:23](=[O:24])[OH:25])[n:10][c:11]3[cH:12][cH:13][cH:14][cH:15][c:16]23)[cH:2][cH:3][cH:4][cH:5][cH:6]1. Starting materials: C(C)(=O)O[C@H]1[C@H](OCCBr)O[C@@H]([C@H]([C@@H]1OC(C)=O)O[C@@H]1[C@H](OC(C)=O)[C@@H](OC(C)=O)[C@H](O[C@@H]2[C@H](OC(C)=O)[C@@H](OC(C)=O)[C@H](OC(C)=O)[C@H](O2)CO[C@@H]2[C@H](OC(C)=O)[C@@H](OC(C)=O)[C@H](OC(C)=O)[C@H](O2)COC(C)=O)[C@H](O1)COC(C)=O)COC(C)=O (2-Bromoethyl 2,3,6-tri-O-acetyl-4-O-{2,3,6-tri-O-acetyl-4-O-[2,3,4-tri-O-acetyl-6-O-(2,3,4,6-tetra-O-acetyl-α-D-glucopyranosyl)-α-D-glucopyranosyl]-α-D-glucopyranosyl]-β-D-glucopyranoside), SCCC(=O)OC (methyl 3-mercaptopropionate). Run in CN(C=O)C (N,N-dimethylformamide). Product: C(C)(=O)O[C@H]1[C@H](OCCSCCC(=O)OC)O[C@@H]([C@H]([C@@H]1OC(C)=O)O[C@@H]1[C@H](OC(C)=O)[C@@H](OC(C)=O)[C@H](O[C@@H]2[C@H](OC(C)=O)[C@@H](OC(C)=O)[C@H](OC(C)=O)[C@H](O2)CO[C@@H]2[C@H](OC(C)=O)[C@@H](OC(C)=O)[C@H](OC(C)=O)[C@H](O2)COC(C)=O)[C@H](O1)COC(C)=O)COC(C)=O (2-(2-Methoxycarbonylethylthio)ethyl 2,3,6-tri-O-acetyl-4-O-{2,3,6-tri-O-acetyl-4-O-[2,3,4-tri-O-acetyl-6-O-(2,3,4,6-tetra-O-acetyl-α-D-glucopyranosyl)-α-D-glucopyranosyl] -α-D-glucopyranosyl}-β-D-glucopyranoside). Yield: 79.0%. As a reaction SMILES: [C:1]([O:4][C@@H:5]1[C@@H:14]([O:15][C:16](=[O:18])[CH3:17])[C@H:13]([O:19][C@H:20]2[O:77][C@H:76]([CH2:78][O:79][C:80](=[O:82])[CH3:81])[C@@H:31]([O:32][C@H:33]3[O:50][C@H:49]([CH2:51][O:52][C@H:53]4[O:70][C@H:69]([CH2:71][O:72][C:73](=[O:75])[CH3:74])[C@@H:64]([O:65][C:66](=[O:68])[CH3:67])[C@H:59]([O:60][C:61](=[O:63])[CH3:62])[C@H:54]4[O:55][C:56](=[O:58])[CH3:57])[C@@H:44]([O:45][C:46](=[O:48])[CH3:47])[C@H:39]([O:40][C:41](=[O:43])[CH3:42])[C@H:34]3[O:35][C:36](=[O:38])[CH3:37])[C@H:26]([O:27][C:28](=[O:30])[CH3:29])[C@H:21]2[O:22][C:23](=[O:25])[CH3:24])[C@@H:12]([CH2:83][O:84][C:85](=[O:87])[CH3:86])[O:11][C@H:6]1[O:7][CH2:8][CH2:9]Br)(=[O:3])[CH3:2].[SH:88][CH2:89][CH2:90][C:91]([O:93][CH3:94])=[O:92]>CN(C)C=O>[C:1]([O:4][C@@H:5]1[C@@H:14]([O:15][C:16](=[O:18])[CH3:17])[C@H:13]([O:19][C@H:20]2[O:77][C@H:76]([CH2:78][O:79][C:80](=[O:82])[CH3:81])[C@@H:31]([O:32][C@H:33]3[O:50][C@H:49]([CH2:51][O:52][C@H:53]4[O:70][C@H:69]([CH2:71][O:72][C:73](=[O:75])[CH3:74])[C@@H:64]([O:65][C:66](=[O:68])[CH3:67])[C@H:59]([O:60][C:61](=[O:63])[CH3:62])[C@H:54]4[O:55][C:56](=[O:58])[CH3:57])[C@@H:44]([O:45][C:46](=[O:48])[CH3:47])[C@H:39]([O:40][C:41](=[O:43])[CH3:42])[C@H:34]3[O:35][C:36](=[O:38])[CH3:37])[C@H:26]([O:27][C:28](=[O:30])[CH3:29])[C@H:21]2[O:22][C:23](=[O:25])[CH3:24])[C@@H:12]([CH2:83][O:84][C:85](=[O:87])[CH3:86])[O:11][C@H:6]1[O:7][CH2:8][CH2:9][S:88][CH2:89][CH2:90][C:91]([O:93][CH3:94])=[O:92])(=[O:3])[CH3:2]. Procedure: Compound 93 (4.00 g, 3.0 mmol), methyl 3-mercaptopropionate (0.546 g, 0.49 ml, 4.5 mmol) cesium carbonate (1.17 g, 3.6 mmol) and N,N-dimethylformamide (25 ml), were stirred at room temperature until 93 had been consumed (7 h; TLC; SiO2, ethyl acetate:isooctane 4:1). The solvent was removed and the residue was chromatographed (SiO2, ethyl acetate:isooctane 3:1) to give 94 (3.22 g, 78%). [α]D25 +102° (c 1.0, chloroform). 1H-NMR (CDCl3, Me4Si) δ 5.36, 5.28, 5.19 (3d, each 1H, J=3.8, 4.1 and 3.7 Hz,... Reactants: C1(=CC=CC=C1)C(C1=CC=CC=C1)=NC(C(=O)OCC)[C@@H](CCCC(C=C)C)C ((3R)-ethyl 2-(diphenylmethyleneamino)-3,7 dimethylnon-8-enoate), Cl (HCl). The solvent is C(C)OCC (diethyl ether). Run at time 8 hour. Product: NC(C(=O)OCC)[C@@H](CCCC(C=C)C)C ((3R)-ethyl 2-amino-3,7-dimethylnon-8-enoate). Yield: 25.0%. RXN SMILES: C1(C(=[N:14][CH:15]([C@H:21]([CH3:29])[CH2:22][CH2:23][CH2:24][CH:25]([CH3:28])[CH:26]=[CH2:27])[C:16]([O:18][CH2:19][CH3:20])=[O:17])C2C=CC=CC=2)C=CC=CC=1.Cl>C(OCC)C>[NH2:14][CH:15]([C@H:21]([CH3:29])[CH2:22][CH2:23][CH2:24][CH:25]([CH3:28])[CH:26]=[CH2:27])[C:16]([O:18][CH2:19][CH3:20])=[O:17]. Procedure details: To a solution of (3R)-ethyl 2-(diphenylmethyleneamino)-3,7 dimethylnon-8-enoate (14.5 g, 37 mmol) in diethyl ether (25 mL) was added aqueous 1.5 N HCl solution (125 mL) and the reaction mass was stirred at room temperature overnight. The reaction mass was washed with diethyl ether (100 mL). The aqueous solution was basified using saturated sodium bicarbonate solution and extracted with ethyl acetate (100 mL×3). The combined organic layer was dried over anhydrous Na2SO4 and concentrated under red... Reactants: FC(CNC(=O)NC=1C=C(C=CC1)N1C=NC2=C1C=CC(=C2)C2=CC=C(C(=O)O)C=C2)(F)F (4-{1-[3-({[(2,2,2-trifluoroethyl)amino]carbonyl)-amino)phenyl]-1H-benzimidazol-5-yl}benzoic acid), C1=CC(=CN=C1)CN (picolamine), A65409. Product: N1=CC(=CC=C1)CNC(C1=CC=C(C=C1)C1=CC2=C(N(C=N2)C2=CC(=CC=C2)NC(=O)NCC(F)(F)F)C=C1)=O (N-(Pyridin-3-ylmethyl)-4-{1-[3-({[(2,2,2-trifluoroethyl)amino]carbonyl}amino)phenyl]-1H-benzimidazol-5-yl}benzamide). Reaction SMILES: [F:1][C:2]([F:33])([F:32])[CH2:3][NH:4][C:5]([NH:7][C:8]1[CH:9]=[C:10]([N:14]2[C:18]3[CH:19]=[CH:20][C:21]([C:23]4[CH:31]=[CH:30][C:26]([C:27](O)=[O:28])=[CH:25][CH:24]=4)=[CH:22][C:17]=3[N:16]=[CH:15]2)[CH:11]=[CH:12][CH:13]=1)=[O:6].[CH:34]1[CH:39]=[N:38][CH:37]=[C:36]([CH2:40][NH2:41])[CH:35]=1>>[N:38]1[CH:39]=[CH:34][CH:35]=[C:36]([CH2:40][NH:41][C:27](=[O:28])[C:26]2[CH:25]=[CH:24][C:23]([C:21]3[CH:20]=[CH:19][C:18]4[N:14]([C:10]5[CH:11]=[CH:12][CH:13]=[C:8]([NH:7][C:5]([NH:4][CH2:3][C:2]([F:1])([F:33])[F:32])=[O:6])[CH:9]=5)[CH:15]=[N:16][C:17]=4[CH:22]=3)=[CH:31][CH:30]=2)[CH:37]=1. Reported procedure: This compound was prepared by using procedures analogous to those described for the synthesis of Example 7 starting from 4-{1-[3-({[(2,2,2-trifluoroethyl)amino]carbonyl)-amino)phenyl]-1H-benzimidazol-5-yl}benzoic acid and picolamine (Aldrich Cat. No. A65409). LCMS (M+H)+: m/z=545.2. Starting materials: C(C1=CC=CC=C1)N (benzyl-amine), ClC1=NC(=CN=C1)Cl (2,6-dichloropyrazine), CCN(C(C)C)C(C)C (Hunig's base). The product is C(C1=CC=CC=C1)NC1=NC(=CN=C1)Cl (Benzyl-(6-chloro-pyrazin-2-yl)-amine). As a reaction SMILES: [CH2:1]([NH2:8])[C:2]1[CH:7]=[CH:6][CH:5]=[CH:4][CH:3]=1.[Cl:9][C:10]1[CH:15]=[N:14][CH:13]=[C:12](Cl)[N:11]=1.CCN(C(C)C)C(C)C>>[CH2:1]([NH:8][C:12]1[CH:13]=[N:14][CH:15]=[C:10]([Cl:9])[N:11]=1)[C:2]1[CH:7]=[CH:6][CH:5]=[CH:4][CH:3]=1. Procedure details: In analogy to the procedure described for the preparation of intermediates A-20, benzyl-amine was reacted with 2,6-dichloropyrazine in presence of Hunig's base to give the title compound as a light yellow foam. MS: 220.1 (M+H+).